Dataset: the Open Reaction Database (ORD), a public repository of structured organic reaction records. Task: describe an organic reaction: reactants, conditions, products, and yield Reactants: C(#N)C1=CC=C(C=C1)C1NC(N(C(=C1C(=O)OCC)C)C1=CC(=CC=C1)C(F)(F)F)=S (Ethyl 4-(4-cyanophenyl)-6-methyl-2-thioxo-1-[3-(trifluoromethyl)phenyl]-1,2,3,4-tetrahydro-5-pyrimidinecarboxylate), ICCCC (1-iodobutane), C([O-])([O-])=O.[K+].[K+] (potassium carbonate). The solvent is CC(=O)C (acetone). Yields the product C(#N)C1=CC=C(C=C1)C1N=C(N(C(=C1C(=O)OCC)C)C1=CC(=CC=C1)C(F)(F)F)SCCCC (Ethyl 4-(4-cyanophenyl)-6-methyl-2-(butylsulfanyl)-1-[3-(trifluoromethyl)phenyl]-1,4-dihydro-5-pyrimidinecarboxylate). As a reaction SMILES: [C:1]([C:3]1[CH:8]=[CH:7][C:6]([CH:9]2[C:14]([C:15]([O:17][CH2:18][CH3:19])=[O:16])=[C:13]([CH3:20])[N:12]([C:21]3[CH:26]=[CH:25][CH:24]=[C:23]([C:27]([F:30])([F:29])[F:28])[CH:22]=3)[C:11](=[S:31])[NH:10]2)=[CH:5][CH:4]=1)#[N:2].I[CH2:33][CH2:34][CH2:35][CH3:36].C(=O)([O-])[O-].[K+].[K+]>CC(C)=O>[C:1]([C:3]1[CH:4]=[CH:5][C:6]([CH:9]2[C:14]([C:15]([O:17][CH2:18][CH3:19])=[O:16])=[C:13]([CH3:20])[N:12]([C:21]3[CH:26]=[CH:25][CH:24]=[C:23]([C:27]([F:30])([F:29])[F:28])[CH:22]=3)[C:11]([S:31][CH2:33][CH2:34][CH2:35][CH3:36])=[N:10]2)=[CH:7][CH:8]=1)#[N:2] |f:2.3.4|. Procedure details: Ethyl 4-(4-cyanophenyl)-6-methyl-2-thioxo-1-[3-(trifluoromethyl)phenyl]-1,2,3,4-tetrahydro-5-pyrimidinecarboxylate (Example 3; 100 mg, 0.22 mmol), 1-iodobutane (45.0 mg, 0.25 mmol) and potassium carbonate (34.1 mg, 0.25 mmol) are dissolved in 3 ml acetone and tired at room temperature overnight. The solvent is removed in vacuo and the product is purified via preparative HPLC (RP18-column; eluent: acetonitrile-water, gradient 10:90 to 90:10). Starting materials: C[N+]1([O-])CCOCC1, CC(C)=O, O=C(c1cc2c(cc1F)OC(c1ccc(F)cc1)(c1ccc(Cl)cc1Cl)O2)N1CC=CC1, [Na+], [Na+], O, O, O, O, O, O, O, O=S([O-])([O-])=S. The product is O=C(c1cc2c(cc1F)OC(c1ccc(F)cc1)(c1ccc(Cl)cc1Cl)O2)N1CC(O)C(O)C1. Reaction SMILES: [CH3:34][N+:35]1([O-:36])[CH2:37][CH2:38][O:39][CH2:40][CH2:41]1.[CH3:54][C:55](=[O:56])[CH3:57].[Cl:1][c:2]1[c:3]([C:9]2([c:26]3[cH:27][cH:28][c:29]([F:32])[cH:30][cH:31]3)[O:10][c:11]3[c:12]([cH:14][c:15]([F:25])[c:16]([C:18](=[O:19])[N:20]4[CH2:21][CH:22]=[CH:23][CH2:24]4)[cH:17]3)[O:13]2)[cH:4][cH:5][c:6]([Cl:8])[cH:7]1.[Na+:52].[Na+:53].[OH2:33].[OH2:42].[OH2:43].[OH2:44].[OH2:45].[OH2:46].[OH2:58].[S:47]([O-:48])([O-:49])(=[O:50])=[S:51]>>[Cl:1][c:2]1[c:3]([C:9]2([c:26]3[cH:27][cH:28][c:29]([F:32])[cH:30][cH:31]3)[O:10][c:11]3[c:12]([cH:14][c:15]([F:25])[c:16]([C:18](=[O:19])[N:20]4[CH2:21][CH:22]([OH:33])[CH:23]([OH:42])[CH2:24]4)[cH:17]3)[O:13]2)[cH:4][cH:5][c:6]([Cl:8])[cH:7]1. Reactants: SCc1ccc(Cl)cc1, C#Cc1ccc(F)cc1, [Na]. Yields the product Fc1ccc(C=CSCc2ccc(Cl)cc2)cc1. RXN SMILES: [Cl:10][c:11]1[cH:12][cH:13][c:14]([CH2:15][SH:16])[cH:17][cH:18]1.[F:1][c:2]1[cH:3][cH:4][c:5]([C:8]#[CH:9])[cH:6][cH:7]1.[Na:19]>>[F:1][c:2]1[cH:3][cH:4][c:5]([CH:8]=[CH:9][S:16][CH2:15][c:14]2[cH:13][cH:12][c:11]([Cl:10])[cH:18][cH:17]2)[cH:6][cH:7]1. Starting materials: CC1OCC(C1)CN1C(NCCC1)=N[N+](=O)[O-] (1-[(2-methyl-4-tetrahydrofuryl)methyl]-2-(nitroimino) hexahydropyrimidine), C(C)(=O)Cl (acetyl chloride), [H-].[Na+] (sodium hydride). Solvent: C(C)#N (acetonitrile), C(C)#N (acetonitrile), C(C)#N (acetonitrile). Reaction conditions: time 30 minute. Product: CC(=O)N1C(N(CCC1)CC1CC(OC1)C)=N[N+](=O)[O-] (1-(methylcarbonyl)-3-[(2-methyl-4-tetrahydrofuryl) methyl]-2-(nitroimino)hexahydropyrimidine). The yield is 98.0%. RXN SMILES: [H-].[Na+].[CH3:3][CH:4]1[CH2:8][CH:7]([CH2:9][N:10]2[CH2:15][CH2:14][CH2:13][NH:12][C:11]2=[N:16][N+:17]([O-:19])=[O:18])[CH2:6][O:5]1.[C:20](Cl)(=[O:22])[CH3:21]>C(#N)C>[CH3:21][C:20]([N:12]1[CH2:13][CH2:14][CH2:15][N:10]([CH2:9][CH:7]2[CH2:6][O:5][CH:4]([CH3:3])[CH2:8]2)[C:11]1=[N:16][N+:17]([O-:19])=[O:18])=[O:22] |f:0.1|. Procedure details: To a suspension of 0.20 g of sodium hydride (60%, oily) in 30 ml of acetonitrile was added a solution of 1.00 g of 1-[(2-methyl-4-tetrahydrofuryl)methyl]-2-(nitroimino) hexahydropyrimidine in 5 ml of acetonitrile at room temperature, followed by stirring for 30 minutes. Next, to the mixture was added a solution of 0.39 g of acetyl chloride in 5 ml of acetonitrile under ice-cooling, and the mixture was then stirred under ice-cooling for 30 minutes and at room temperature for 3 hours. Afterward, i...